Task: describe an organic reaction: reactants, conditions, products, and yield. Dataset: the Open Reaction Database (ORD), a public repository of structured organic reaction records The reactants are C([O-])([O-])=O.[K+].[K+] (potassium carbonate), IC (iodomethane), S1(NCNC2=C1N=CC=C2)(=O)=O (2,3-DIHYDRO-4H-PYRIDO[3,2-e] [1,2,4]THIADIAZINE 1,1-DIOXIDE). Run in C(C)#N (acetonitrile), O (water). Run at temperature 50 celsius. Product: CN1S(C2=C(NC1)C=CC=N2)(=O)=O (2-METHYL-2,3-DIHYDRO-4H-PYRIDO[3,2-e][1,2,4]THIADIAZINE 1,1-DIOXIDE). RXN SMILES: C(=O)([O-])[O-].[K+].[K+].I[CH3:8].[S:9]1(=[O:20])(=[O:19])[C:14]2[N:15]=[CH:16][CH:17]=[CH:18][C:13]=2[NH:12][CH2:11][NH:10]1>C(#N)C.O>[CH3:8][N:10]1[CH2:11][NH:12][C:13]2[CH:18]=[CH:17][CH:16]=[N:15][C:14]=2[S:9]1(=[O:20])=[O:19] |f:0.1.2|. Reported procedure: 0.52 g of potassium carbonate and 0.94 g of iodomethane are added to a solution of 0.25 g of 2,3- dihydro-4H-pyrido[3,2-e][1,2,4]thiadiazine 1,1-dioxide (Example 1) in 10 cm3 of acetonitrile. The suspension is heated at 50° C. for 3 hours. The acetonitrile is then removed by evaporation under partial vacuum and the residue obtained is taken up in 10 cm3 of water. The suspension is extracted with chloroform (5 times 100 cm3). The extraction solvent is dried over MgSO4 and then concentrated to dry... Starting materials: NCCCCOC1=C(C=C(C=C1)[N+](=O)[O-])C1C(=C(NC(=C1C(=O)OC)C)C)C(=O)OC (dimethyl 4-[2-(4-aminobutoxy)-5-nitrophenyl]-2,6-dimethyl-1,4-dihydropyridine-3,5-dicarboxylate), C1(=CC=CC=C1)OCC1CO1 (glycidyl phenyl ether). Solvent: CO (methanol). Product: OC(CNCCCCOC1=C(C=C(C=C1)[N+](=O)[O-])C1C(=C(NC(=C1C(=O)OC)C)C)C(=O)OC)COC1=CC=CC=C1 (dimethyl 4-[2-[4-(2-hydroxy-3-phenoxypropylamino)butoxy]-5-nitrophenyl]-2,6-dimethyl-1,4-dihydropyridine-3,5-dicarboxylate). Isolated yield 51.5%. Reaction SMILES: [NH2:1][CH2:2][CH2:3][CH2:4][CH2:5][O:6][C:7]1[CH:12]=[CH:11][C:10]([N+:13]([O-:15])=[O:14])=[CH:9][C:8]=1[CH:16]1[C:21]([C:22]([O:24][CH3:25])=[O:23])=[C:20]([CH3:26])[NH:19][C:18]([CH3:27])=[C:17]1[C:28]([O:30][CH3:31])=[O:29].[C:32]1([O:38][CH2:39][CH:40]2[O:42][CH2:41]2)[CH:37]=[CH:36][CH:35]=[CH:34][CH:33]=1>CO>[OH:42][CH:40]([CH2:39][O:38][C:32]1[CH:37]=[CH:36][CH:35]=[CH:34][CH:33]=1)[CH2:41][NH:1][CH2:2][CH2:3][CH2:4][CH2:5][O:6][C:7]1[CH:12]=[CH:11][C:10]([N+:13]([O-:15])=[O:14])=[CH:9][C:8]=1[CH:16]1[C:21]([C:22]([O:24][CH3:25])=[O:23])=[C:20]([CH3:26])[NH:19][C:18]([CH3:27])=[C:17]1[C:28]([O:30][CH3:31])=[O:29]. Reported procedure: In 1,300 ml of methanol were dissolved 13 g of dimethyl 4-[2-(4-aminobutoxy)-5-nitrophenyl]-2,6-dimethyl-1,4-dihydropyridine-3,5-dicarboxylate and 4.5 g of glycidyl phenyl ether, and the solution thus formed was refluxed under heating for 16 hours. The solvent was distilled off under reduced pressure. The residue was subjected to silica gel column chromatography, and the product was eluted with chloroform-methanol (96:4 v/v). Crude crystals were recrystallized from ethanol to give 9 g of dimethy... Reactants: CS(=O)(=O)NC1=CC=CC=C1 (Methanesulfonanilide), 1, C1(CCC(=O)O1)=O (succinic anhydride), [Cl-].[Al+3].[Cl-].[Cl-] (aluminum chloride). The solvent is C(=S)=S (carbon disulfide). Reaction conditions: time 6 hour. Product: CS(=O)(=O)NC1=CC=C(C=C1)C(CCC(=O)O)=O (4-[(Methylsulfonyl)amino]-γ-oxobenzenebutanoic Acid). Reaction SMILES: [Cl-].[Al+3].[Cl-].[Cl-].[CH3:5][S:6]([NH:9][C:10]1[CH:15]=[CH:14][CH:13]=[CH:12][CH:11]=1)(=[O:8])=[O:7].[C:16]1(=[O:22])[O:21][C:19](=[O:20])[CH2:18][CH2:17]1>C(=S)=S>[CH3:5][S:6]([NH:9][C:10]1[CH:11]=[CH:12][C:13]([C:16](=[O:22])[CH2:17][CH2:18][C:19]([OH:21])=[O:20])=[CH:14][CH:15]=1)(=[O:8])=[O:7] |f:0.1.2.3|. Procedure details: A mechanically stirred suspension of aluminum chloride (88.0 g, 0.66 moles) and 150 ml of carbon disulfide under N2 is cooled in an ice bath. Methanesulfonanilide as prepared in Preparation 1 (30.0 g, 0.175 mol) and succinic anhydride (17.5 g, 0.175 mol) are combined and added rapidly to the cooled reaction mixture. The ice bath is removed and the mixture is stirred at ambient temperature for 6 hours. The reaction mixture is then heated to 55° C. and allowed to continue for 18 hours. The reactio... The reactants are COCC=1NC(=CN1)C=1C=C(C(=O)OC)C=CC1C (methyl 3-(2-(methoxymethyl)-1H-imidazol-5-yl)-4-methylbenzoate), COCC=1NC(=CN1)C=1C=C(C(=O)OC)C=CC1C (methyl 3-(2-(methoxymethyl)-1H-imidazol-5-yl)-4-methylbenzoate), C1CC(=O)N(C1=O)Cl (NCS). Run in C(Cl)(Cl)(Cl)Cl (CCl4). Conditions: temperature 50 celsius, time 2 hour. Yields the product ClC=1N=C(NC1C=1C=C(C(=O)OC)C=CC1C)COC (Methyl 3-(4-chloro-2-(methoxymethyl)-1H-imidazol-5-yl)-4-methylbenzoate). As a reaction SMILES: [CH3:1][O:2][CH2:3][C:4]1[NH:5][C:6]([C:9]2[CH:10]=[C:11]([CH:16]=[CH:17][C:18]=2[CH3:19])[C:12]([O:14][CH3:15])=[O:13])=[CH:7][N:8]=1.C1C(=O)N([Cl:27])C(=O)C1>C(Cl)(Cl)(Cl)Cl>[Cl:27][C:7]1[N:8]=[C:4]([CH2:3][O:2][CH3:1])[NH:5][C:6]=1[C:9]1[CH:10]=[C:11]([CH:16]=[CH:17][C:18]=1[CH3:19])[C:12]([O:14][CH3:15])=[O:13]. Procedure details: Into a 50-mL round-bottom flask, which was purged and maintained with an inert atmosphere of nitrogen, was placed a solution of methyl 3-(2-(methoxymethyl)-1H-imidazol-5-yl)-4-methylbenzoate (compound 27.3, 40 mg, 0.15 mmol) and NCS (24.6 mg, 0.18 mmol) in CCl4 (20 mL). The resulting mixture was stirred for 2 h at 50° C., then cooled to room temperature and quenched with water (100 mL). The aqueous phase was extracted with ethyl acetate (100 mL) and the combined organic layers were washed with b... Starting materials: [O-]CC.[Na+] (sodium ethoxide), ClC1=NC=C(C#N)C=C1 (6-chloronicotinonitrile). Solvent: C(C)O (ethanol). Reaction conditions: time 8 hour. Product: C(C)OC1=NC=C(C#N)C=C1 (6-(Ethoxy)nicotinonitrile). Isolated yield 83.4%. RXN SMILES: [O-:1][CH2:2][CH3:3].[Na+].Cl[C:6]1[CH:13]=[CH:12][C:9]([C:10]#[N:11])=[CH:8][N:7]=1>C(O)C>[CH2:2]([O:1][C:6]1[CH:13]=[CH:12][C:9]([C:10]#[N:11])=[CH:8][N:7]=1)[CH3:3] |f:0.1|. Procedure details: Add sodium ethoxide (1.6 mL of 21% w/v in ethanol, 4.8 mmol) to a solution of 6-chloronicotinonitrile (612 mg, 4.41 mmol) in anhydrous ethanol (15 mL) and heat the reaction at reflux for 3 h. Cool to room temperature and stir overnight under nitrogen atmosphere. Concentrate in vacuo and dissolve the residue into dichloromethane. Wash with saturated aqueous NaHCO3, dry over MgSO4 and concentrate in vacuo to give the desired intermediate as an off-white solid (545 mg, 83%).